describe an organic reaction: reactants, conditions, products, and yield From a dataset of the Open Reaction Database (ORD), a public repository of structured organic reaction records. Starting materials: CCOC(=O)C(CCCCOc1ccc(C(=O)OC)cc1)(Cc1c(Br)c(OC)c(OC)c(OC)c1OC)C(=O)OCC, O=C([O-])O, [Li]CCCC, C1CCOC1, CC(=O)O, CCCCCC, [Na+]. Yields the product CCOC(=O)C1(CCCCOc2ccc(C(=O)OC)cc2)Cc2c(OC)c(OC)c(OC)c(OC)c2C1=O. Reaction SMILES: [Br:6][c:7]1[c:8]([O:46][CH3:47])[c:9]([O:44][CH3:45])[c:10]([O:42][CH3:43])[c:11]([O:40][CH3:41])[c:12]1[CH2:13][C:14]([C:15](=[O:16])[O:17][CH2:18][CH3:19])([CH2:20][CH2:21][CH2:22][CH2:23][O:24][c:25]1[cH:26][cH:27][c:28]([C:31](=[O:32])[O:33][CH3:34])[cH:29][cH:30]1)[C:35]([O:36][CH2:37][CH3:38])=[O:39].[C:52](=[O:53])([OH:54])[O-:55].[CH2:1]([Li:2])[CH2:3][CH2:4][CH3:5].[CH2:57]1[O:58][CH2:59][CH2:60][CH2:61]1.[CH3:48][C:49]([OH:50])=[O:51].[CH3:62][CH2:63][CH2:64][CH2:65][CH2:66][CH3:67].[Na+:56]>>[c:7]12[c:8]([O:46][CH3:47])[c:9]([O:44][CH3:45])[c:10]([O:42][CH3:43])[c:11]([O:40][CH3:41])[c:12]1[CH2:13][C:14]([C:15](=[O:16])[O:17][CH2:18][CH3:19])([CH2:20][CH2:21][CH2:22][CH2:23][O:24][c:25]1[cH:26][cH:27][c:28]([C:31](=[O:32])[O:33][CH3:34])[cH:29][cH:30]1)[C:35]2=[O:50]. Reagents/catalysts: CN(C=O)C (dimethylformamide). Run in ClCCl (dichloromethane), ClCCl (dichloromethane). Procedure: Oxalyl chloride (0.61 ml, 6.99 mmol) was added dropwise to a stirred solution of 3-[(methyloxy)carbonyl]-4-[(phenylmethyl)oxy]benzoic acid (may be prepared as described in Description 49; 400 mg, 1.40 mmol) in dichloromethane (10 ml) and dimethylformamide (3 drops) at room temperature. The mixture was stirred at room temperature for 1 h. The solvent was removed, and the residue was dissolved in dichloromethane (5 ml). This mixture was added to a solution of pyrrolidine (497 mg, 6.99 mmol) in dic... Reaction conditions: time 1 hour. Product: C1(=CC=CC=C1)COC1=C(C(=O)OC)C=C(C=C1)C(=O)N1CCCC1 (Methyl 2-[(phenylmethyl)oxy]-5-(1-pyrrolidinylcarbonyl)benzoate). The reactants are C(C(=O)Cl)(=O)Cl (Oxalyl chloride), COC(=O)C=1C=C(C(=O)O)C=CC1OCC1=CC=CC=C1 (3-[(methyloxy)carbonyl]-4-[(phenylmethyl)oxy]benzoic acid), N1CCCC1 (pyrrolidine), O (Water), crude product. Reaction SMILES: C(Cl)(=O)C(Cl)=O.[CH3:7][O:8][C:9]([C:11]1[CH:12]=[C:13]([CH:17]=[CH:18][C:19]=1[O:20][CH2:21][C:22]1[CH:27]=[CH:26][CH:25]=[CH:24][CH:23]=1)[C:14]([OH:16])=O)=[O:10].[NH:28]1[CH2:32][CH2:31][CH2:30][CH2:29]1.O>ClCCl.CN(C)C=O>[C:22]1([CH2:21][O:20][C:19]2[CH:18]=[CH:17][C:13]([C:14]([N:28]3[CH2:32][CH2:31][CH2:30][CH2:29]3)=[O:16])=[CH:12][C:11]=2[C:9]([O:8][CH3:7])=[O:10])[CH:27]=[CH:26][CH:25]=[CH:24][CH:23]=1. Starting materials: C(C=C)OC(=O)N[C@@H](C(C)C(F)(F)F)C(=O)NC=1C=C(C=CC1Cl)[C@@H](CC(=O)OC(C)(C)C)C (tert-butyl (3R)-3-[3-({N-[(allyloxy)carbonyl]-4,4,4-trifluorovalyl}amino)-4-chlorophenyl]butanoate), CC1(CC(=O)CC(=O)C1)C (dimedone). Reagents/catalysts: C=1C=CC(=CC1)[P](C=2C=CC=CC2)(C=3C=CC=CC3)[Pd]([P](C=4C=CC=CC4)(C=5C=CC=CC5)C=6C=CC=CC6)([P](C=7C=CC=CC7)(C=8C=CC=CC8)C=9C=CC=CC9)[P](C=1C=CC=CC1)(C=1C=CC=CC1)C=1C=CC=CC1 (tetrakis(triphenylphosphine)palladium(0)). Run in C1CCOC1 (THF). Run at time 30 minute. The product is ClC1=C(C=C(C=C1)[C@@H](CC(=O)OC(C)(C)C)C)NC([C@@H](N)C(C)C(F)(F)F)=O (tert-Butyl (3R)-3-{4-chloro-3-[(4,4,4-trifluorovalyl)amino]phenyl}butanoate). Reaction SMILES: C(OC([NH:7][C@H:8]([C:15]([NH:17][C:18]1[CH:19]=[C:20]([C@H:25]([CH3:34])[CH2:26][C:27]([O:29][C:30]([CH3:33])([CH3:32])[CH3:31])=[O:28])[CH:21]=[CH:22][C:23]=1[Cl:24])=[O:16])[CH:9]([C:11]([F:14])([F:13])[F:12])[CH3:10])=O)C=C.CC1(C)CC(=O)CC(=O)C1>C1C=CC([P]([Pd]([P](C2C=CC=CC=2)(C2C=CC=CC=2)C2C=CC=CC=2)([P](C2C=CC=CC=2)(C2C=CC=CC=2)C2C=CC=CC=2)[P](C2C=CC=CC=2)(C2C=CC=CC=2)C2C=CC=CC=2)(C2C=CC=CC=2)C2C=CC=CC=2)=CC=1.C1COCC1>[Cl:24][C:23]1[CH:22]=[CH:21][C:20]([C@H:25]([CH3:34])[CH2:26][C:27]([O:29][C:30]([CH3:33])([CH3:31])[CH3:32])=[O:28])=[CH:19][C:18]=1[NH:17][C:15](=[O:16])[C@H:8]([CH:9]([C:11]([F:14])([F:13])[F:12])[CH3:10])[NH2:7] |^1:48,50,69,88|. Reported procedure: 630 mg (1.24 mmol) of tert-butyl (3R)-3-[3-({N-[(allyloxy)carbonyl]-4,4,4-trifluorovalyl}amino)-4-chlorophenyl]butanoate (Example 40A, mixture of 4 isomers) and 1.394 g (9.94 mmol) of dimedone were initially charged in 10 ml of abs. THF. At RT, the solution was deoxygenated by passing through argon for 30 min. Subsequently 28.7 mg (0.025 mmol) of tetrakis(triphenylphosphine)palladium(0) were added and the mixture was stirred at RT overnight. After dilution with ethyl acetate, the mixture was was... The reactants are CCOC(C)=O, COC(=O)c1cc(F)c(S(C)(=O)=O)cc1[N+](=O)[O-], OCCNCCO. Product: COC(=O)c1cc(N(CCO)CCO)c(S(C)(=O)=O)cc1[N+](=O)[O-]. Reaction SMILES: [CH3:26][CH2:27][O:28][C:29]([CH3:30])=[O:31].[F:1][c:2]1[c:3]([S:15](=[O:16])(=[O:17])[CH3:18])[cH:4][c:5]([N+:12](=[O:13])[O-:14])[c:6]([C:7](=[O:8])[O:9][CH3:10])[cH:11]1.[OH:19][CH2:20][CH2:21][NH:22][CH2:23][CH2:24][OH:25]>>[c:2]1([N:22]([CH2:21][CH2:20][OH:19])[CH2:23][CH2:24][OH:25])[c:3]([S:15](=[O:16])(=[O:17])[CH3:18])[cH:4][c:5]([N+:12](=[O:13])[O-:14])[c:6]([C:7](=[O:8])[O:9][CH3:10])[cH:11]1. The reactants are C1(CC1)COC(=O)SC1C(C(N1C(C(=O)OCC(Cl)(Cl)Cl)=C(CBr)N1CCCCC1)=O)NC(COC1=CC=CC=C1)=O (2,2,2-trichloroethyl α-[4-cyclopropylmethoxycarbonylthio-3-phenoxyacetamido-2-oxoazetidin-1-yl]-α-[2-bromo-1-(piperidin-1-yl)ethylidene]acetate), Cl (hydrochloric acid), CO (methanol), ice water. Conditions: time 30 minute. Yields the product C1(CC1)COC(=O)SC1C(C(N1C(C(=O)OCC(Cl)(Cl)Cl)=C(CBr)O)=O)NC(COC1=CC=CC=C1)=O (2,2,2-trichloroethyl α-[4-cyclopropylmethoxycarbonylthio-3-phenoxyacetamido-2-oxoazetidin-1-yl]-α-(2-bromo-1-hydroxyethylidene)-acetate). The yield is 83.5%. Reaction SMILES: [CH:1]1([CH2:4][O:5][C:6]([S:8][CH:9]2[N:12]([C:13](=[C:22](N3CCCCC3)[CH2:23][Br:24])[C:14]([O:16][CH2:17][C:18]([Cl:21])([Cl:20])[Cl:19])=[O:15])[C:11](=[O:31])[CH:10]2[NH:32][C:33](=[O:42])[CH2:34][O:35][C:36]2[CH:41]=[CH:40][CH:39]=[CH:38][CH:37]=2)=[O:7])[CH2:3][CH2:2]1.Cl.C[OH:45]>>[CH:1]1([CH2:4][O:5][C:6]([S:8][CH:9]2[N:12]([C:13](=[C:22]([OH:45])[CH2:23][Br:24])[C:14]([O:16][CH2:17][C:18]([Cl:19])([Cl:20])[Cl:21])=[O:15])[C:11](=[O:31])[CH:10]2[NH:32][C:33](=[O:42])[CH2:34][O:35][C:36]2[CH:41]=[CH:40][CH:39]=[CH:38][CH:37]=2)=[O:7])[CH2:3][CH2:2]1. Reported procedure: To a solution of 2,2,2-trichloroethyl α-[4-cyclopropylmethoxycarbonylthio-3-phenoxyacetamido-2-oxoazetidin-1-yl]-α-[2-bromo-1-(piperidin-1-yl)ethylidene]acetate (573 mg) in methanol (30 ml) is added 10% hydrochloric acid (7 ml), and the mixture is stirred at room temperature or at 40° to 45° C. After 30 minutes, the reaction mixture is poured into ice water, and is extracted with benzene. The extract solution is washed with water, dried, and evaporated to give 2,2,2-trichloroethyl α-[4-cycloprop... The reactants are CC(C)C(=O)Nc1cccc(C2CCNCC2)c1, CC(=O)c1cccc(OCCCCl)c1. Yields the product CC(=O)c1cccc(OCCCN2CCC(c3cccc(NC(=O)C(C)C)c3)CC2)c1. Reaction SMILES: [CH3:15][CH:16]([C:17](=[O:18])[NH:19][c:20]1[cH:21][c:22]([CH:26]2[CH2:27][CH2:28][NH:29][CH2:30][CH2:31]2)[cH:23][cH:24][cH:25]1)[CH3:32].[Cl:1][CH2:2][CH2:3][CH2:4][O:5][c:6]1[cH:7][c:8]([C:12]([CH3:13])=[O:14])[cH:9][cH:10][cH:11]1>>[CH2:2]([CH2:3][CH2:4][O:5][c:6]1[cH:7][c:8]([C:12]([CH3:13])=[O:14])[cH:9][cH:10][cH:11]1)[N:29]1[CH2:28][CH2:27][CH:26]([c:22]2[cH:21][c:20]([NH:19][C:17]([CH:16]([CH3:15])[CH3:32])=[O:18])[cH:25][cH:24][cH:23]2)[CH2:31][CH2:30]1. Reactants: N1(C=NC=C1)C[C@H](C1=CC=CC=C1)OC1=C(C=2CCCC(C2C=C1)=O)CSC1=CC=C(C(=O)O)C=C1 (4-{[(2-{[(1S)-2-(1H-imidazol-1-yl)-1-phenylethyl]oxy}-5-oxo-5,6,7,8-tetrahydro-1-naphthalenyl)methyl]sulfanyl}benzoic acid), NC[C@H](C)O ((S)-1-amino-2-propanol). The product is O[C@H](CNC(C1=CC=C(C=C1)SCC1=C(C=CC=2C(CCCC12)=O)O[C@H](CN1C=NC=C1)C1=CC=CC=C1)=O)C (N-[(2S)-2-Hydroxypropyl]-4-{[(2-{[(1S)-2-(1H-imidazol-1-yl)-1-phenylethyl]oxy}-5-oxo-5,6,7,8-tetrahydro-1-naphthalenyl)methyl]sulfanyl}benzamide). The yield is 86.4%. Reaction SMILES: [N:1]1([CH2:6][C@@H:7]([O:14][C:15]2[CH:24]=[CH:23][C:22]3[C:21](=[O:25])[CH2:20][CH2:19][CH2:18][C:17]=3[C:16]=2[CH2:26][S:27][C:28]2[CH:36]=[CH:35][C:31]([C:32](O)=[O:33])=[CH:30][CH:29]=2)[C:8]2[CH:13]=[CH:12][CH:11]=[CH:10][CH:9]=2)[CH:5]=[CH:4][N:3]=[CH:2]1.[NH2:37][CH2:38][C@@H:39]([OH:41])[CH3:40]>>[OH:41][C@@H:39]([CH3:40])[CH2:38][NH:37][C:32](=[O:33])[C:31]1[CH:35]=[CH:36][C:28]([S:27][CH2:26][C:16]2[C:17]3[CH2:18][CH2:19][CH2:20][C:21](=[O:25])[C:22]=3[CH:23]=[CH:24][C:15]=2[O:14][C@@H:7]([C:8]2[CH:9]=[CH:10][CH:11]=[CH:12][CH:13]=2)[CH2:6][N:1]2[CH:5]=[CH:4][N:3]=[CH:2]2)=[CH:29][CH:30]=1. Procedure: Using the method in Example 172, 4-{[(2-{[(1S)-2-(1H-imidazol-1-yl)-1-phenylethyl]oxy}-5-oxo-5,6,7,8-tetrahydro-1-naphthalenyl)methyl]sulfanyl}benzoic acid (50 mg, 0.10 mmol, 0.20M in DMF) and (S)-1-amino-2-propanol (23 mg, 0.30 mmol, 0.6M in DMF) were combined to give 48 mg of the desired compound: Low resolution mass spectrum (LC-MS, APCI) m/z 556 [M+H]+. The reactants are S1C=NC=C1C1=CC=C(C=C1)C1=CC(=NN1C=1C=CC(=NC1)S(=O)(=O)N)C(F)(F)F (5-[5-[4-(1,3-thiazol-5-yl)phenyl]-3-(trifluoromethyl)-1H-pyrazol-1-yl]-2-pyridinesulfonamide), ClC=1C(=NN(C1C1=CC=C(C=C1)C=1N=CSC1)C=1C=CC(=NC1)S(=O)(=O)N)C(F)(F)F (5-{4-chloro-5-[4-(1,3-thiazol-4-yl)phenyl]-3-(trifluoromethyl)-1H-pyrazol-1-yl}-2-pyridinesulfonamide). The product is Cl.S1C=NC=C1C1=CC=C(C=C1)C1=CC(=NN1C=1C=CC(=NC1)S(=O)(=O)N)C(F)(F)F (5-[5-[4-(1,3-Thiazol-5-yl)phenyl]-3-(trifluoromethyl)-1H-pyrazol-1-yl]-2-pyridinesulfonamide Hydrochloride). As a reaction SMILES: [S:1]1[C:5]([C:6]2[CH:11]=[CH:10][C:9]([C:12]3[N:16]([C:17]4[CH:18]=[CH:19][C:20]([S:23]([NH2:26])(=[O:25])=[O:24])=[N:21][CH:22]=4)[N:15]=[C:14]([C:27]([F:30])([F:29])[F:28])[CH:13]=3)=[CH:8][CH:7]=2)=[CH:4][N:3]=[CH:2]1.[Cl:31]C1C(C(F)(F)F)=NN(C2C=CC(S(N)(=O)=O)=NC=2)C=1C1C=CC(C2N=CSC=2)=CC=1>>[ClH:31].[S:1]1[C:5]([C:6]2[CH:11]=[CH:10][C:9]([C:12]3[N:16]([C:17]4[CH:18]=[CH:19][C:20]([S:23]([NH2:26])(=[O:24])=[O:25])=[N:21][CH:22]=4)[N:15]=[C:14]([C:27]([F:28])([F:29])[F:30])[CH:13]=3)=[CH:8][CH:7]=2)=[CH:4][N:3]=[CH:2]1 |f:2.3|. Procedure details: The title compound was prepared according to the procedure of Example 4 using 5-[5-[4-(1,3-thiazol-5-yl)phenyl]-3-(trifluoromethyl)-1H-pyrazol-1-yl]-2-pyridinesulfonamide, instead of 5-{4-chloro-5-[4-(1,3-thiazol-4-yl)phenyl]-3-(trifluoromethyl)-1H-pyrazol-1-yl}-2-pyridinesulfonamide.